From a dataset of the Open Reaction Database (ORD), a public repository of structured organic reaction records. describe an organic reaction: reactants, conditions, products, and yield The reactants are CC(C)(C)OC(=O)Nc1cc(F)ccc1Br, O=C(c1ccc(OCCN2CCCCC2)cc1)c1c(OS(=O)(=O)C(F)(F)F)ccc2cc(OCc3ccccc3)ccc12, CC#N, C1CCC(P(C2CCCCC2)C2CCCCC2)CC1, [Cs+], [F-], CC(=O)[O-], CC(=O)[O-], [Pd+2]. Product: CC(C)(C)OC(=O)Nc1cc(F)ccc1-c1ccc2cc(OCc3ccccc3)ccc2c1C(=O)c1ccc(OCCN2CCCCC2)cc1. As a reaction SMILES: [C:1]([CH3:2])([CH3:3])([CH3:4])[O:5][C:6]([NH:7][c:8]1[c:9]([Br:15])[cH:10][cH:11][c:12]([F:14])[cH:13]1)=[O:16].[CH2:38]([c:39]1[cH:40][cH:41][cH:42][cH:43][cH:44]1)[O:45][c:46]1[cH:47][c:48]2[cH:49][cH:50][c:51]([O:73][S:74]([C:75]([F:76])([F:77])[F:78])(=[O:79])=[O:80])[c:52]([C:56]([c:57]3[cH:58][cH:59][c:60]([O:63][CH2:64][CH2:65][N:66]4[CH2:67][CH2:68][CH2:69][CH2:70][CH2:71]4)[cH:61][cH:62]3)=[O:72])[c:53]2[cH:54][cH:55]1.[CH3:90][C:91]#[N:92].[CH:17]1([P:18]([CH:19]2[CH2:20][CH2:21][CH2:22][CH2:23][CH2:24]2)[CH:25]2[CH2:26][CH2:27][CH2:28][CH2:29][CH2:30]2)[CH2:31][CH2:32][CH2:33][CH2:34][CH2:35]1.[Cs+:37].[F-:36].[O-:82][C:83]([CH3:84])=[O:85].[O-:86][C:87]([CH3:88])=[O:89].[Pd+2:81]>>[C:1]([CH3:2])([CH3:3])([CH3:4])[O:5][C:6]([NH:7][c:8]1[c:9](-[c:51]2[cH:50][cH:49][c:48]3[cH:47][c:46]([O:45][CH2:38][c:39]4[cH:40][cH:41][cH:42][cH:43][cH:44]4)[cH:55][cH:54][c:53]3[c:52]2[C:56]([c:57]2[cH:58][cH:59][c:60]([O:63][CH2:64][CH2:65][N:66]3[CH2:67][CH2:68][CH2:69][CH2:70][CH2:71]3)[cH:61][cH:62]2)=[O:72])[cH:10][cH:11][c:12]([F:14])[cH:13]1)=[O:16]. Reactants: CC1CN(c2ccc(C(=O)NCCC3CC3)nn2)CC(C)N1, CCN(C(C)C)C(C)C, ClCCl, O=C(Cl)c1ccccc1C(F)(F)F, O. The product is CC1CN(c2ccc(C(=O)NCCC3CC3)nn2)CC(C)N1C(=O)c1ccccc1C(F)(F)F. Reaction SMILES: [CH:1]1([CH2:4][CH2:5][NH:6][C:7](=[O:8])[c:9]2[n:10][n:11][c:12]([N:15]3[CH2:16][CH:17]([CH3:22])[NH:18][CH:19]([CH3:21])[CH2:20]3)[cH:13][cH:14]2)[CH2:2][CH2:3]1.[CH:23]([N:24]([CH:25]([CH3:26])[CH3:27])[CH2:28][CH3:29])([CH3:30])[CH3:31].[Cl:46][CH2:47][Cl:48].[F:32][C:33]([c:34]1[c:35]([C:36](=[O:37])[Cl:38])[cH:39][cH:40][cH:41][cH:42]1)([F:43])[F:44].[OH2:45]>>[CH:1]1([CH2:4][CH2:5][NH:6][C:7](=[O:8])[c:9]2[n:10][n:11][c:12]([N:15]3[CH2:16][CH:17]([CH3:22])[N:18]([C:36]([c:35]4[c:34]([C:33]([F:32])([F:43])[F:44])[cH:42][cH:41][cH:40][cH:39]4)=[O:37])[CH:19]([CH3:21])[CH2:20]3)[cH:13][cH:14]2)[CH2:2][CH2:3]1. The reactants are CC(=O)[O-], CCO, CO, OCC1OC(n2cnc3c(NC4CCCC4O)nc(Cl)nc32)C(O)C1O, [Na+], O. The product is OCC1OC(n2cnc3c(NC4CCCC4O)ncnc32)C(O)C1O. Reaction SMILES: [CH3:28][C:29](=[O:30])[O-:31].[CH3:33][CH2:34][OH:35].[CH3:36][OH:37].[Cl:1][c:2]1[n:3][c:4]([NH:20][CH:21]2[CH:22]([OH:26])[CH2:23][CH2:24][CH2:25]2)[c:5]2[n:6][cH:7][n:8]([CH:9]3[CH:10]([OH:11])[CH:12]([OH:13])[CH:14]([CH2:15][OH:16])[O:17]3)[c:18]2[n:19]1.[Na+:27].[OH2:32]>>[cH:2]1[n:3][c:4]([NH:20][CH:21]2[CH:22]([OH:26])[CH2:23][CH2:24][CH2:25]2)[c:5]2[n:6][cH:7][n:8]([CH:9]3[CH:10]([OH:11])[CH:12]([OH:13])[CH:14]([CH2:15][OH:16])[O:17]3)[c:18]2[n:19]1. Procedure: 6-Methyl-4-hydroxypyran-2-one may be oxidised with selenium dioxide in boiling diglyme to give 6-formyl-4-hydroxypyran-2-one; Solvent: COCCOCCOC (diglyme). As a reaction SMILES: [CH3:1][C:2]1[O:7][C:6](=[O:8])[CH:5]=[C:4]([OH:9])[CH:3]=1.[Se](=O)=[O:11]>COCCOCCOC>[CH:1]([C:2]1[O:7][C:6](=[O:8])[CH:5]=[C:4]([OH:9])[CH:3]=1)=[O:11]. The reactants are CC1=CC(=CC(O1)=O)O (6-Methyl-4-hydroxypyran-2-one), [Se](=O)=O (selenium dioxide). Yields the product C(=O)C1=CC(=CC(O1)=O)O (6-formyl-4-hydroxypyran-2-one).